Dataset: the Open Reaction Database (ORD), a public repository of structured organic reaction records. Task: describe an organic reaction: reactants, conditions, products, and yield Reactants: [Si](C)(C)(C(C)(C)C)OC(CCCCCCC1=CC=CC=C1)C=1OC(=CN1)C=1C(=NC(=NC1)OC)OC (2-(1-(tert-butyldimethylsilyloxy)-7-phenylheptyl)-5-(2,4-dimethoxypyrimidin-5-yl)oxazole), [Si](C)(C)(C(C)(C)C)OC(CCCCCCC1=CC=CC=C1)C=1OC(=CN1)[Sn](CCCC)(CCCC)CCCC (2-(1-(tert-butyldimethylsilyloxy)-7-phenylheptyl)-5-(tributylstannyl)oxazole), IC=1C=NC(=NC1OC)OC (5-iodo-2,6-dimethoxypyrimidine). The product is EtOAc hexanes, COC1=NC=C(C(=N1)OC)C1=CN=C(O1)C(CCCCCCC1=CC=CC=C1)=O (1-(5-(2,4-Dimethoxypyrimidin-5-yl)oxazol-2-yl)-7-phenylheptan-1-one). Isolated yield 83.0%. RXN SMILES: [Si]([O:8][CH:9]([C:22]1[O:23][C:24]([C:27]2[C:28]([O:35][CH3:36])=[N:29][C:30]([O:33][CH3:34])=[N:31][CH:32]=2)=[CH:25][N:26]=1)[CH2:10][CH2:11][CH2:12][CH2:13][CH2:14][CH2:15][C:16]1[CH:21]=[CH:20][CH:19]=[CH:18][CH:17]=1)(C(C)(C)C)(C)C.[Si](OC(C1OC([Sn](CCCC)(CCCC)CCCC)=CN=1)CCCCCCC1C=CC=CC=1)(C(C)(C)C)(C)C.IC1C=NC(OC)=NC=1OC>>[CH3:34][O:33][C:30]1[N:29]=[C:28]([O:35][CH3:36])[C:27]([C:24]2[O:23][C:22]([C:9](=[O:8])[CH2:10][CH2:11][CH2:12][CH2:13][CH2:14][CH2:15][C:16]3[CH:17]=[CH:18][CH:19]=[CH:20][CH:21]=3)=[N:26][CH:25]=2)=[CH:32][N:31]=1. Procedure: 2-(1-(tert-butyldimethylsilyloxy)-7-phenylheptyl)-5-(2,4-dimethoxypyrimidin-5-yl)oxazole. The title compound was prepared from 2-(1-(tert-butyldimethylsilyloxy)-7-phenylheptyl)-5-(tributylstannyl)oxazole (130 mg, 0.196 mmol) and 5-iodo-2,6-dimethoxypyrimidine following General Procedure A. Flash chromatography (10% EtOAc/hexanes) yielded the title compound as a thick oil (85 mg, 83%): 1H NMR (CDCl3, 400 MHz) δ 8.67 (s, 1H), 7.34 (s, 1H), 7.28-7.24 (m, 2H), 7.18-7.14 (m, 3H), 4.85 (dd, 1H, J=7.4,... Starting materials: ClC1=C2C(=C(NC2=CC(=C1)Cl)C(=O)OCC)C(=O)OCC (diethyl 4,6-dichloroindole-2,3-dicarboxylate), O.NN (hydrazine hydrate). Run in C(C)O (ethanol). Yields the product ClC=1C=C(C=2C3=C(NC2C1)C(N=NC3=O)=O)Cl (7,9-Dichloropyridazino[4,5-b]indole-1,4-dione). The yield is 90.0%. Reaction SMILES: [Cl:1][C:2]1[CH:10]=[C:9]([Cl:11])[CH:8]=[C:7]2[C:3]=1[C:4]([C:17]([O:19]CC)=O)=[C:5]([C:12](OCC)=[O:13])[NH:6]2.O.[NH2:23][NH2:24]>C(O)C>[Cl:11][C:9]1[CH:10]=[C:2]([Cl:1])[C:3]2[C:4]3[C:17](=[O:19])[N:24]=[N:23][C:12](=[O:13])[C:5]=3[NH:6][C:7]=2[CH:8]=1 |f:1.2|. Procedure details: To a stirred solution of diethyl 4,6-dichloroindole-2,3-dicarboxylate (3.22 g, 9.8 mM) in ethanol (20 mL) was added hydrazine hydrate (14.2 mL, 294 mM). The solution was refluxed for 3 hours during which time a precipitate formed. The reaction mixture was then cooled to room temperature, the solid was filtered and heated to reflux in 3N HCl. After several minutes, the mixture was cooled to room temperature and the solid was filtered, washed with ethanol, and dried. This afforded the titled produ... The reactants are C(C)C(CC)(C1=CC(=C(C=C1)B1OC(C(O1)(C)C)(C)C)C)C1=CC(=C(OCC(C(C)(C)C)O)C=C1)C (1-(4-{1-ethyl-1-[3-methyl-4-(4,4,5,5-tetramethyl-[1,3,2]dioxaborolan-2-yl)-phenyl]-propyl}-2-methyl-phenoxy)-3,3-dimethyl-butan-2-ol), P(=O)([O-])([O-])[O-].[K+].[K+].[K+] (potassium phosphate), COC(CC=1C=NC=C(C1)Br)=O ((5-bromo-pyridin-3-yl)acetic acid methyl ester), tetrakistriphenylphosphine palladium. The solvent is CN(C=O)C (N,N-dimethylformamide). Run at temperature 140 celsius. Yields the product COC(CC=1C=NC=C(C1)C1=C(C=C(C=C1)C(CC)(C1=CC(=C(C=C1)OCC(C(C)(C)C)O)C)CC)C)=O ([5-(4-{1-ethyl-1-[4-(2-hydroxy-3,3-dimethyl-butoxy)-3-methyl-phenyl]-propyl}-2-methyl-phenyl)-pyridin-3-yl]-acetic Acid Methyl Ester). Yield: 63.6%. Reaction SMILES: [CH2:1]([C:3]([C:22]1[CH:35]=[CH:34][C:25]([O:26][CH2:27][CH:28]([OH:33])[C:29]([CH3:32])([CH3:31])[CH3:30])=[C:24]([CH3:36])[CH:23]=1)([C:6]1[CH:11]=[CH:10][C:9](B2OC(C)(C)C(C)(C)O2)=[C:8]([CH3:21])[CH:7]=1)[CH2:4][CH3:5])[CH3:2].[CH3:37][O:38][C:39](=[O:48])[CH2:40][C:41]1[CH:42]=[N:43][CH:44]=[C:45](Br)[CH:46]=1.P([O-])([O-])([O-])=O.[K+].[K+].[K+]>CN(C)C=O>[CH3:37][O:38][C:39](=[O:48])[CH2:40][C:41]1[CH:42]=[N:43][CH:44]=[C:45]([C:9]2[CH:10]=[CH:11][C:6]([C:3]([CH2:1][CH3:2])([C:22]3[CH:35]=[CH:34][C:25]([O:26][CH2:27][CH:28]([OH:33])[C:29]([CH3:31])([CH3:32])[CH3:30])=[C:24]([CH3:36])[CH:23]=3)[CH2:4][CH3:5])=[CH:7][C:8]=2[CH3:21])[CH:46]=1 |f:2.3.4.5|. Procedure details: A solution of 1-(4-{1-ethyl-1-[3-methyl-4-(4,4,5,5-tetramethyl-[1,3,2]dioxaborolan-2-yl)-phenyl]-propyl}-2-methyl-phenoxy)-3,3-dimethyl-butan-2-ol (Example 31; 0.06 g, 0.12 mmol), (5-bromo-pyridin-3-yl)acetic acid methyl ester (Example 24-(2); 41.8 mg, 0.18 mmol), tetrakistriphenylphosphine palladium (19.5 mg, 0.0169 mmol) and potassium phosphate (38.6 mg, 0.18 mmol) in N,N-dimethylformamide (0.3 mL) was stirred with microwave heating at 140° C. for 10 minutes. The reaction mixture was filtered ... Reactants: Brc1cscc1Br, CN1CCCC1=O, CCOC(C)=O, [F-], CCCC[Sn](CCCC)(CCCC)c1cccnc1F, [K+]. The product is Fc1ncccc1-c1cscc1Br. As a reaction SMILES: [Br:21][c:22]1[cH:23][s:24][cH:25][c:26]1[Br:27].[CH3:30][N:31]1[CH2:32][CH2:33][CH2:34][C:35]1=[O:36].[CH3:37][CH2:38][O:39][C:40](=[O:41])[CH3:42].[F-:28].[F:1][c:2]1[n:3][cH:4][cH:5][cH:6][c:7]1[Sn:8]([CH2:9][CH2:10][CH2:11][CH3:12])([CH2:13][CH2:14][CH2:15][CH3:16])[CH2:17][CH2:18][CH2:19][CH3:20].[K+:29]>>[F:1][c:2]1[n:3][cH:4][cH:5][cH:6][c:7]1-[c:26]1[c:22]([Br:21])[cH:23][s:24][cH:25]1. The reactants are ClC(COC(NC1=CC=C(C=C1)SC1=C(C=C(C=C1)C(NCCC1=CC=CC=C1)=O)NC=1C2=C(N=CN1)N=C(C=C2)C(C)C)=O)(Cl)Cl ({4-[2-(7-Isopropyl-pyrido[2,3-d]pyrimidin-4-ylamino)-4-phenethylcarbamoyl-phenylsulfanyl]-phenyl}-carbamic acid 2,2,2-trichloro-ethyl ester), [OH-].[Na+] (NaOH), Cl (hydrochloric acid). Solvent: O1CCCC1 (tetrahydrofuran), O (water). Conditions: temperature 60 celsius. Product: NC1=CC=C(C=C1)SC1=C(C=C(C(=O)NCCC2=CC=CC=C2)C=C1)NC=1C2=C(N=CN1)N=C(C=C2)C(C)C (4-(4-Amino-phenylsulfanyl)-3-(7-isopropyl-pyrido[2,3-d]pyrimidin-4-ylamino)-N-phenethyl-benzamide). RXN SMILES: ClC(Cl)(Cl)COC(=O)[NH:6][C:7]1[CH:12]=[CH:11][C:10]([S:13][C:14]2[CH:19]=[CH:18][C:17]([C:20](=[O:30])[NH:21][CH2:22][CH2:23][C:24]3[CH:29]=[CH:28][CH:27]=[CH:26][CH:25]=3)=[CH:16][C:15]=2[NH:31][C:32]2[C:33]3[CH:41]=[CH:40][C:39]([CH:42]([CH3:44])[CH3:43])=[N:38][C:34]=3[N:35]=[CH:36][N:37]=2)=[CH:9][CH:8]=1.[OH-].[Na+].Cl>O1CCCC1.O>[NH2:6][C:7]1[CH:8]=[CH:9][C:10]([S:13][C:14]2[CH:19]=[CH:18][C:17]([C:20]([NH:21][CH2:22][CH2:23][C:24]3[CH:25]=[CH:26][CH:27]=[CH:28][CH:29]=3)=[O:30])=[CH:16][C:15]=2[NH:31][C:32]2[C:33]3[CH:41]=[CH:40][C:39]([CH:42]([CH3:44])[CH3:43])=[N:38][C:34]=3[N:35]=[CH:36][N:37]=2)=[CH:11][CH:12]=1 |f:1.2|. Procedure: To a solution of the product of Example 182 in tetrahydrofuran and water (1:1) was added 1 M NaOH (5 equiv). The solution was heated at 60° C. for 40 minutes, cooled, adjusted to pH 6 with 1N aqueous hydrochloric acid and extracted with ethyl acetate. The combined extracts were dried over magnesium sulfate, filtered and concentrated under vacuum. The crude product was purified by silica gel chromatography eluting with 4% methanol in dichloromethane to provide the title compound. 1H NMR (300 MHz,...